Dataset: the Open Reaction Database (ORD), a public repository of structured organic reaction records. Task: describe an organic reaction: reactants, conditions, products, and yield Reaction conditions: temperature 130 celsius. Procedure: To a solution of 2-(2-chloroethyl)-2,3-dihydro-4-methylpyrido[3,2-f][1,4]-oxazepine-5(4H)-one, 9.12 g (0.038 mole) in dimethylformamide (30 ml) was added imidazole, 5.66 g (0.083 mole). The solution was heated to 130° C. for 18 hr. Dimethylformamide was removed by rotary evaporation (80° C., vacuum pump) and the residue taken up in chloroform (100 ml). The chloroform was washed with dilute aqueous sodium hydroxide (30 ml), dried over sodium sulfate and concentrated by rotary evaporation (70° C.,... Product: N1(C=NC=C1)CCC1OC2=C(C(N(C1)C)=O)C=CC=N2 (2,3-Dihydro-2-[2-(1H-imidazol-1-yl)ethyl]-4-methylpyrido[3,2-f][1,4]oxazepin-5(4H)-one). Reaction SMILES: Cl[CH2:2][CH2:3][CH:4]1[CH2:10][N:9]([CH3:11])[C:8](=[O:12])[C:7]2[CH:13]=[CH:14][CH:15]=[N:16][C:6]=2[O:5]1.[NH:17]1[CH:21]=[CH:20][N:19]=[CH:18]1>CN(C)C=O>[N:17]1([CH2:2][CH2:3][CH:4]2[CH2:10][N:9]([CH3:11])[C:8](=[O:12])[C:7]3[CH:13]=[CH:14][CH:15]=[N:16][C:6]=3[O:5]2)[CH:21]=[CH:20][N:19]=[CH:18]1. Reactants: ClCCC1OC2=C(C(N(C1)C)=O)C=CC=N2 (2-(2-chloroethyl)-2,3-dihydro-4-methylpyrido[3,2-f][1,4]-oxazepine-5(4H)-one), N1C=NC=C1 (imidazole). Solvent: CN(C=O)C (dimethylformamide). Reactants: C1([N+](=O)[O-])=CC([N+](=O)[O-])=CC([N+](=O)[O-])=C1[O-] (Picrate), [H-].[Al+3].[Li+].[H-].[H-].[H-] (lithium aluminum hydride), CC=1C=C(C=CC1)C(C=C1N(CCC1)C)=O (1-(3-methylphenyl)-2-(1-methyl-2-pyrrolidinyliden)ethanone), O (water). The solvent is O1CCCC1 (tetrahydrofuran). The product is CC=1C=C(C=CC1)C(CC1N(CCC1)C)=O (1-(3-methylphenyl)-2-(1-methyl-2-pyrrolidinyl)ethanone). As a reaction SMILES: [H-].[Al+3].[Li+].[H-].[H-].[H-].[CH3:7][C:8]1[CH:9]=[C:10]([C:14](=[O:22])[CH:15]=[C:16]2[CH2:20][CH2:19][CH2:18][N:17]2[CH3:21])[CH:11]=[CH:12][CH:13]=1.O.C1(C([O-])=C([N+]([O-])=O)C=C([N+]([O-])=O)C=1)[N+]([O-])=O>O1CCCC1>[CH3:7][C:8]1[CH:9]=[C:10]([C:14](=[O:22])[CH2:15][CH:16]2[CH2:20][CH2:19][CH2:18][N:17]2[CH3:21])[CH:11]=[CH:12][CH:13]=1 |f:0.1.2.3.4.5|. Procedure details: 5.8 g of lithium aluminum hydride are added portionwise at 0° to 66 g of 1-(3-methylphenyl)-2-(1-methyl-2-pyrrolidinyliden)ethanone dissolved in 550 ml of tetrahydrofuran. 20 minutes after completion of the addition, water is added dropwise until no evolution of gas is any longer observed. The light-yellow organic phase is decanted from the formed precipitate, the latter is extracted with diethyl ether, the united organic phases are dried over sodium sulfate and concentration to an oil is effect... The reactants are C=C[Sn](CCCC)(CCCC)CCCC, [Cl-], CC(C)(C)c1ccc(OS(=O)(=O)C(F)(F)F)cc1F, [Li+], CN(C)C=O. Yields the product C=Cc1ccc(C(C)(C)C)c(F)c1. As a reaction SMILES: [CH:20](=[CH2:21])[Sn:22]([CH2:23][CH2:24][CH2:25][CH3:26])([CH2:27][CH2:28][CH2:29][CH3:30])[CH2:31][CH2:32][CH2:33][CH3:34].[Cl-:36].[F:1][C:2]([F:3])([F:4])[S:5]([O:6][c:7]1[cH:8][c:9]([F:17])[c:10]([C:13]([CH3:14])([CH3:15])[CH3:16])[cH:11][cH:12]1)(=[O:18])=[O:19].[Li+:35].[O:37]=[CH:38][N:39]([CH3:40])[CH3:41]>>[c:7]1([CH:20]=[CH2:21])[cH:8][c:9]([F:17])[c:10]([C:13]([CH3:14])([CH3:15])[CH3:16])[cH:11][cH:12]1. The reactants are CNC, CC#N, O=[N+]([O-])c1cc(F)c(F)cc1Cl, Cl, [K+], [K+], O=C([O-])[O-]. Product: CN(C)c1cc(Cl)c([N+](=O)[O-])cc1F. RXN SMILES: [CH3:19][NH:20][CH3:21].[CH3:23][C:24]#[N:25].[Cl:1][c:2]1[c:3]([N+:10](=[O:11])[O-:12])[cH:4][c:5]([F:9])[c:6]([F:8])[cH:7]1.[ClH:22].[K+:13].[K+:14].[O-:15][C:16]([O-:17])=[O:18]>>[Cl:1][c:2]1[c:3]([N+:10](=[O:11])[O-:12])[cH:4][c:5]([F:9])[c:6]([N:20]([CH3:19])[CH3:21])[cH:7]1. Starting materials: C1(=CC=CC=C1)P(C1=CC=CC=C1)C1=CC=CC=C1 (triphenylphosphine), C[C@H](CCCCCC)O ((R)-(-)-octan-2-ol), hydroxy acid, CCOC(=O)/N=N/C(=O)OCC (DEAD), FC1=C(C=CC(=C1F)CC[C@@H]1CC[C@H](CC1)CCCCC)C1=NC=C(C=N1)C(=O)OC[C@@H](CCCCCC)F ((R)-(-)-2-Fluorooctyl 2-[2',3'-Difluoro-4'-(trans-4"-pentylcyclohexylethyl)phenyl]-pyrimidine-5-carboxylate). The solvent is C1CCOC1 (THF), C(Cl)(Cl)Cl (CHCl3). The product is ethyl acetate-light petroleum, OC1=CC=C(C=C1)C1=NC=C(C=N1)C(=O)O[C@H](CCCCCC)C ((S)-(+)-1-Methylheptyl 2-(4'-Hydroxyphenyl)-pyrimidine-5-carboxylate). Isolated yield 48.0%. Reaction SMILES: CC[O:3]C(/N=N/C(OCC)=O)=O.C1(P(C2C=CC=CC=2)C2C=CC=CC=2)C=CC=CC=1.[CH3:32][C@@H:33]([OH:40])[CH2:34][CH2:35][CH2:36][CH2:37][CH2:38][CH3:39].F[C:42]1[C:47](F)=[C:46](CC[C@H]2CC[C@H](CCCCC)CC2)[CH:45]=[CH:44][C:43]=1[C:62]1[N:67]=[CH:66][C:65]([C:68]([O:70]C[C@H](F)CCCCCC)=O)=[CH:64][N:63]=1>C(Cl)(Cl)Cl.C1COCC1>[OH:3][C:46]1[CH:45]=[CH:44][C:43]([C:62]2[N:67]=[CH:66][C:65]([C:68]([O:40][C@@H:33]([CH3:32])[CH2:34][CH2:35][CH2:36][CH2:37][CH2:38][CH3:39])=[O:70])=[CH:64][N:63]=2)=[CH:42][CH:47]=1. Procedure details: --Quantities: hydroxy acid 59 (716 mg, 3.28 mmol), DEAD (572 mg, 3.28 mmol), triphenylphosphine (861 mg, 3.28 mmol), (R)-(-)-octan-2-ol (428 mg, 3.28 mmol), THF (100 ml). The experimental procedure was as described for compound 47. Flash chromatography (10% ethyl acetate-light petroleum) gave the 1-methylheptyl ester 60 (520 mg, 48%) (from EtOH/AcOH), m.p.98.8° C., [α]D22 +44.7° (c 1.7 in CHCl3); νmax /cm-1 (KBr) 3440br, 2920, 1670, 1570, 1430, 1345, 1300, 1165 and 810; δ 0.88 (3H, t), 1.20-1.50... The reactants are OC1=CC=C(C=C1)CCC(=O)C1=CC=CC=C1 (3-(4-Hydroxy-phenyl)-1-phenyl-propan-1-one), N1C=NC=C1 (imidazole), [Si](C)(C)(C(C)(C)C)Cl (t-butyldimethylsilyl chloride). The solvent is C(Cl)Cl (CH2Cl2). The product is C(C)(C)(C)[Si](OC1=CC=C(C=C1)CCC(=O)C1=CC=CC=C1)(C)C (3-[4-(tert-Butyl-dimethyl-silanyloxy)-phenyl]-1-phenyl-propan-1-one). Reaction SMILES: [OH:1][C:2]1[CH:7]=[CH:6][C:5]([CH2:8][CH2:9][C:10]([C:12]2[CH:17]=[CH:16][CH:15]=[CH:14][CH:13]=2)=[O:11])=[CH:4][CH:3]=1.N1C=CN=C1.[Si:23](Cl)([C:26]([CH3:29])([CH3:28])[CH3:27])([CH3:25])[CH3:24]>C(Cl)Cl>[C:26]([Si:23]([CH3:25])([CH3:24])[O:1][C:2]1[CH:3]=[CH:4][C:5]([CH2:8][CH2:9][C:10]([C:12]2[CH:13]=[CH:14][CH:15]=[CH:16][CH:17]=2)=[O:11])=[CH:6][CH:7]=1)([CH3:29])([CH3:28])[CH3:27]. Procedure: The title compound was prepared as described in General Method 5 using 4.53 g (20 mmol) of 3-(4-hydroxy-phenyl)-1-phenyl-propan-1-one from Example L, 1.64 g (24 mmol) of imidazole, 3.62 g (24 mmol) of t-butyldimethylsilyl chloride and 80 mL of CH2Cl2. The product was carried on crude to the next step (see Example TT).